From a dataset of the Open Reaction Database (ORD), a public repository of structured organic reaction records. describe an organic reaction: reactants, conditions, products, and yield The reactants are C1C=CC2C1C3CC2C=C3 (dicyclopentadiene), C1C=CC2C1C3CC2C4C3C5CC4C=C5 (TCPD), C1C=CC2C1C3CC2C4C3C5CC4C=C5 (tricyclopentadiene), C1C=CC2C1C3CC2C=C3 (DCPD). Yields the product C1C=CC2C1C3CC2C=C3.C1C=CC2C1C3CC2C4C3C5CC4C=C5 (Dicyclopentadiene Tricyclopentadiene). RXN SMILES: [CH2:1]1[CH:5]2[CH:6]3[CH:10]=[CH:9][CH:8]([CH:4]2[CH:3]=[CH:2]1)[CH2:7]3.[CH2:11]1[CH:15]2[CH:16]3[CH:20]4[CH:21]5[CH:25]=[CH:24][CH:23]([CH:19]4[CH:18]([CH:14]2[CH:13]=[CH:12]1)[CH2:17]3)[CH2:22]5>>[CH2:1]1[CH:5]2[CH:6]3[CH:10]=[CH:9][CH:8]([CH:4]2[CH:3]=[CH:2]1)[CH2:7]3.[CH2:11]1[CH:15]2[CH:16]3[CH:20]4[CH:21]5[CH:25]=[CH:24][CH:23]([CH:19]4[CH:18]([CH:14]2[CH:13]=[CH:12]1)[CH2:17]3)[CH2:22]5 |f:2.3|. Procedure details: As shown in Table 1 below, polymerization was carried out at the different molar ratios of dicyclopentadiene (DCPD) to tricyclopentadiene (TCPD) of 100:0 (Example 1), 90:10 (Example 2), 80:20 (Example 3), 70:30 (Example 4), 65:35 (Example 5), and 60:40 (Example 6) under conditions of the total molar number of DCPD and TCPD being fixed to 18.8 mmol, after which hydrogenation was conducted, yielding 2.1 g, 2.2 g, 2.6 g, 2.9 g, 3.0 g, and 3.0 g of polymer materials, respectively. The reactants are BrC1=CC=C(C=C1)S(=O)(=O)N[C@@H](C(C)C)C(=O)OC (methyl N-[(4-bromophenyl)sulfonyl]valinate), C1(=CC=CC=C1)C (toluene), C([O-])([O-])=O.[Na+].[Na+] (sodium carbonate), Example 92, C(#N)C=1C=C(C=CC1)B(O)O ((3-cyanophenyl)boronic acid). Reagents/catalysts: C=1C=CC(=CC1)[P](C=2C=CC=CC2)(C=3C=CC=CC3)[Pd]([P](C=4C=CC=CC4)(C=5C=CC=CC5)C=6C=CC=CC6)([P](C=7C=CC=CC7)(C=8C=CC=CC8)C=9C=CC=CC9)[P](C=1C=CC=CC1)(C=1C=CC=CC1)C=1C=CC=CC1 (tetrakis(triphenylphosphine)palladium). The solvent is C(C)(=O)OCC (ethyl acetate), CCO (EtOH). The product is C(#N)C=1C=C(C=CC1)C1=CC=C(C=C1)S(=O)(=O)N[C@@H](C(C)C)C(=O)OC (methyl N-[(3′-cyanobiphenyl-4-yl)sulfonyl]valinate). Yield: 97.0%. Reaction SMILES: Br[C:2]1[CH:7]=[CH:6][C:5]([S:8]([NH:11][C@H:12]([C:16]([O:18][CH3:19])=[O:17])[CH:13]([CH3:15])[CH3:14])(=[O:10])=[O:9])=[CH:4][CH:3]=1.[C:20]([C:22]1[CH:23]=[C:24](B(O)O)[CH:25]=[CH:26][CH:27]=1)#[N:21].C(=O)([O-])[O-].[Na+].[Na+].C1(C)C=CC=CC=1>CCO.C(OCC)(=O)C.C1C=CC([P]([Pd]([P](C2C=CC=CC=2)(C2C=CC=CC=2)C2C=CC=CC=2)([P](C2C=CC=CC=2)(C2C=CC=CC=2)C2C=CC=CC=2)[P](C2C=CC=CC=2)(C2C=CC=CC=2)C2C=CC=CC=2)(C2C=CC=CC=2)C2C=CC=CC=2)=CC=1>[C:20]([C:22]1[CH:27]=[C:26]([C:2]2[CH:7]=[CH:6][C:5]([S:8]([NH:11][C@H:12]([C:16]([O:18][CH3:19])=[O:17])[CH:13]([CH3:15])[CH3:14])(=[O:10])=[O:9])=[CH:4][CH:3]=2)[CH:25]=[CH:24][CH:23]=1)#[N:21] |f:2.3.4,^1:56,58,77,96|. Procedure: A suspension of methyl N-[(4-bromophenyl)sulfonyl]valinate obtained in Reference Example 92 (5.00 g, 14.3 mmol), (3-cyanophenyl)boronic acid (2.52 g, 17.1 mmol), tetrakis(triphenylphosphine)palladium (0.330 g, 0.286 mmol) and 2N aqueous sodium carbonate solution (8.57 mL, 17.1 mmol) in EtOH (15 mL)-toluene (50 mL) was heated under reflux for 8 hr under nitrogen atmosphere. The reaction mixture was diluted with ethyl acetate, washed with water and saturated brine, and dried over sodium sulfate. T...